This data is from the Open Reaction Database (ORD), a public repository of structured organic reaction records. The task is: describe an organic reaction: reactants, conditions, products, and yield The reactants are Cl, Nc1cc(Oc2ccc(NC(=O)CC(=O)O)cc2F)ccn1, NC(=O)C(N)c1ccccc1. Yields the product Cl, NC(=O)C(NC(=O)CC(=O)Nc1ccc(Oc2ccnc(N)c2)c(F)c1)c1ccccc1. Reaction SMILES: [ClH:23].[NH2:1][c:2]1[n:3][cH:4][cH:5][c:6]([O:8][c:9]2[c:10]([F:22])[cH:11][c:12]([NH:15][C:16]([CH2:17][C:18](=[O:19])[OH:20])=[O:21])[cH:13][cH:14]2)[cH:7]1.[NH2:24][CH:25]([C:26](=[O:27])[NH2:28])[c:29]1[cH:30][cH:31][cH:32][cH:33][cH:34]1>>[ClH:23].[NH2:1][c:2]1[n:3][cH:4][cH:5][c:6]([O:8][c:9]2[c:10]([F:22])[cH:11][c:12]([NH:15][C:16]([CH2:17][C:18](=[O:20])[NH:24][CH:25]([C:26](=[O:27])[NH2:28])[c:29]3[cH:30][cH:31][cH:32][cH:33][cH:34]3)=[O:21])[cH:13][cH:14]2)[cH:7]1. Reactants: CCO, [Na+], [Na+], O, O=S([O-])[O-], BrCCCCCCCOc1nc(-c2ccccc2)c(-c2ccccc2)n1-c1ccccc1. Product: [Na+], O=S(=O)([O-])CCCCCCCOc1nc(-c2ccccc2)c(-c2ccccc2)n1-c1ccccc1. As a reaction SMILES: [CH3:39][CH2:40][OH:41].[Na+:37].[Na+:38].[OH2:42].[S:33](=[O:34])([O-:35])[O-:36].[c:1]1(-[n:7]2[c:8]([O:24][CH2:25][CH2:26][CH2:27][CH2:28][CH2:29][CH2:30][CH2:31][Br:32])[n:9][c:10](-[c:18]3[cH:19][cH:20][cH:21][cH:22][cH:23]3)[c:11]2-[c:12]2[cH:13][cH:14][cH:15][cH:16][cH:17]2)[cH:2][cH:3][cH:4][cH:5][cH:6]1>>[Na+:37].[c:1]1(-[n:7]2[c:8]([O:24][CH2:25][CH2:26][CH2:27][CH2:28][CH2:29][CH2:30][CH2:31][S:33](=[O:34])(=[O:35])[O-:36])[n:9][c:10](-[c:18]3[cH:19][cH:20][cH:21][cH:22][cH:23]3)[c:11]2-[c:12]2[cH:13][cH:14][cH:15][cH:16][cH:17]2)[cH:2][cH:3][cH:4][cH:5][cH:6]1. Starting materials: C(C)(C)(C)OC(=O)N1CCC(CC1)N1CC(C1)(F)F (4-(3,3-difluoro-azetidin-1-yl)-piperidine-1-carboxylic acid tert-butyl ester), C(=O)(C(F)(F)F)O (TFA). Solvent: C(Cl)Cl (DCM). Run at time 45 minute. Product: FC1(CN(C1)C1CCNCC1)F (4-(3,3-Difluoroazetidin-1-yl)-piperidine). The yield is 76.9%. As a reaction SMILES: C(OC([N:8]1[CH2:13][CH2:12][CH:11]([N:14]2[CH2:17][C:16]([F:19])([F:18])[CH2:15]2)[CH2:10][CH2:9]1)=O)(C)(C)C.C(O)(C(F)(F)F)=O>C(Cl)Cl>[F:19][C:16]1([F:18])[CH2:17][N:14]([CH:11]2[CH2:10][CH2:9][NH:8][CH2:13][CH2:12]2)[CH2:15]1. Procedure details: To a solution of 4-oxo-piperidine-1-carboxylic acid tert-butyl ester (1.0 g, 5.0 mmol) in DCE (50 mL) was added 3,3-difluoroazetidine hydrochloride (712 mg, 5.5 mmol). The mixture was stirred at RT for 15 min, then sodium triacetoxyborohydride (1.59 g, 7.5 mmol) was added and stirring was continued for 17 h. The reaction mixture was diluted with brine and extracted with DCM. The organic layer was separated, dried (Na2SO4) and concentrated in vacuo. The resultant residue was purified by column ch... Reactants: C(CCCCCCCCC)OC1=CC=C(C=C1)C=1OC2=C(N1)C=C(C=C2)C(C)=O (2-(4-decyloxyphenyl)-5-acetylbenzoxazole), ClC1=CC(=CC=C1)C(=O)OO (m-chloroperbenzoic acid), C(O)([O-])=O.[K+] (potassium hydrogencarbonate), ClC1=CC(=CC=C1)C(=O)OO (m-chloroperbenzoic acid), C(O)([O-])=O.[K+] (potassium hydrogencarbonate). Run in ClCCl (dichloromethane). Product: C(CCCCCCCCC)OC1=CC=C(C=C1)C=1OC2=C(N1)C=C(C=C2)OC(C)=O (2-(4-decyloxyphenyl)-5-acetoxybenzoxazole). As a reaction SMILES: ClC1C=CC=[C:4]([C:8]([O:10]O)=[O:9])C=1.C(=O)([O-])O.[K+].[CH2:17]([O:27][C:28]1[CH:33]=[CH:32][C:31]([C:34]2[O:35][C:36]3[CH:42]=[CH:41][C:40](C(=O)C)=[CH:39][C:37]=3[N:38]=2)=[CH:30][CH:29]=1)[CH2:18][CH2:19][CH2:20][CH2:21][CH2:22][CH2:23][CH2:24][CH2:25][CH3:26]>ClCCl>[CH2:17]([O:27][C:28]1[CH:33]=[CH:32][C:31]([C:34]2[O:35][C:36]3[CH:42]=[CH:41][C:40]([O:10][C:8](=[O:9])[CH3:4])=[CH:39][C:37]=3[N:38]=2)=[CH:30][CH:29]=1)[CH2:18][CH2:19][CH2:20][CH2:21][CH2:22][CH2:23][CH2:24][CH2:25][CH3:26] |f:1.2|. Reported procedure: In a 50 ml-round-bottomed flask, 1.50 g of (3.81 mM) of 2-(4-decyloxyphenyl)-5-acetylbenzoxazole was dissolved in 10 ml of dichloromethane, followed by successive addition of 0.66 g of (3.82 mM) of m-chloroperbenzoic acid and 0.40 g (4.00 mM) of potassium hydrogencarbonate and heat-refluxing for 7 hours and 40 minutes under stirring. After cooling to room temperature, 0.33 g (1.91 mM) of m-chloroperbenzoic acid and 0.20 g (2.00 mM) of potassium hydrogencarbonate was successively added, followed ... RXN SMILES: [CH3:27][C:28]#[N:29].[Cl:19][N:20]1[C:21](=[O:22])[CH2:23][CH2:24][C:25]1=[O:26].[N+:1](=[O:2])([O-:3])[c:4]1[cH:5][cH:6][c:7](-[n:10]2[n:11][n:12][c:13]([Si:15]([CH3:16])([CH3:17])[CH3:18])[cH:14]2)[cH:8][cH:9]1>>[N+:1](=[O:2])([O-:3])[c:4]1[cH:5][cH:6][c:7](-[n:10]2[n:11][n:12][c:13]([Cl:19])[cH:14]2)[cH:8][cH:9]1. Yields the product O=[N+]([O-])c1ccc(-n2cc(Cl)nn2)cc1. The reactants are CC#N, O=C1CCC(=O)N1Cl, C[Si](C)(C)c1cn(-c2ccc([N+](=O)[O-])cc2)nn1. The reactants are NC1=CC=C(C=C1)[C@H]1CN(CCO1)C(=O)OC(C)(C)C ((S)-tert-Butyl 2-(4-aminophenyl)morpholine-4-carboxylate), CC1(C2=C(C(=CC=C2)P(C3=CC=CC=C3)C4=CC=CC=C4)OC5=C(C=CC=C51)P(C6=CC=CC=C6)C7=CC=CC=C7)C (Xanthphos), ClC1=NC=CC=C1Cl (2,3-dichloropyridine), C([O-])([O-])=O.[Cs+].[Cs+] (cesium carbonate). Solvent: O1CCOCC1 (dioxane). Conditions: temperature 100 celsius, time 2 hour. Yields the product ClC=1C(=NC=CC1)NC1=CC=C(C=C1)[C@H]1CN(CCO1)C(=O)OC(C)(C)C ((S)-tert-butyl 2-(4-(3-chloropyridin-2-ylamino)phenyl)morpholine-4-carboxylate). Isolated yield 52.5%. Reaction SMILES: [NH2:1][C:2]1[CH:7]=[CH:6][C:5]([C@@H:8]2[O:13][CH2:12][CH2:11][N:10]([C:14]([O:16][C:17]([CH3:20])([CH3:19])[CH3:18])=[O:15])[CH2:9]2)=[CH:4][CH:3]=1.Cl[C:22]1[C:27]([Cl:28])=[CH:26][CH:25]=[CH:24][N:23]=1.C(=O)([O-])[O-].[Cs+].[Cs+].CC1(C)C2C(=C(P(C3C=CC=CC=3)C3C=CC=CC=3)C=CC=2)OC2C(P(C3C=CC=CC=3)C3C=CC=CC=3)=CC=CC1=2>O1CCOCC1>[Cl:28][C:27]1[C:22]([NH:1][C:2]2[CH:7]=[CH:6][C:5]([C@@H:8]3[O:13][CH2:12][CH2:11][N:10]([C:14]([O:16][C:17]([CH3:20])([CH3:19])[CH3:18])=[O:15])[CH2:9]3)=[CH:4][CH:3]=2)=[N:23][CH:24]=[CH:25][CH:26]=1 |f:2.3.4|. Procedure: (S)-tert-Butyl 2-(4-aminophenyl)morpholine-4-carboxylate (120 mg, 0.43 mol), 2,3-dichloropyridine (64 mg, 0.43 mmol) and cesium carbonate (211 mg, 0.647 mmol) were combined with dioxane (2 ml) to give a suspension. The mixture was degassed with argon for 5 min. Xanthphos (15 mg, 0.026 mmol) and tris(dibenzylideneacetone)dipalladium chloroform complex (13 mg, 0.013 mmol) were added. The reaction mixture was capped and stirred at 100° C. for 2 h. The crude reaction mixture was filtered through a s... Starting materials: C(=O)(OC(C)(C)C)NCCC1=CC(=C(C#N)C(=C1)F)F (4-(N-boc-2-aminoethyl)-2,6-difluorobenzonitrile), C1(CCCC1)CO (cyclopentanemethanol), C[Si](C)(C)[N-][Si](C)(C)C.[Na+] (N-sodium hexamethyldisilazane). Solvent: O (water), C1CCOC1 (THF). Reaction conditions: time 8 hour. The product is C(=O)(OC(C)(C)C)NCCC1=CC(=C(C#N)C(=C1)F)OCC1CCCC1 (4-(N-boc-2-aminoethyl)-2-cyclopentylmethoxy-6-fluorobenzonitrile). Yield: 44.9%. Reaction SMILES: [C:1]([NH:8][CH2:9][CH2:10][C:11]1[CH:18]=[C:17](F)[C:14]([C:15]#[N:16])=[C:13]([F:20])[CH:12]=1)([O:3][C:4]([CH3:7])([CH3:6])[CH3:5])=[O:2].[CH:21]1([CH2:26][OH:27])[CH2:25][CH2:24][CH2:23][CH2:22]1.C[Si]([N-][Si](C)(C)C)(C)C.[Na+]>C1COCC1.O>[C:1]([NH:8][CH2:9][CH2:10][C:11]1[CH:12]=[C:13]([F:20])[C:14]([C:15]#[N:16])=[C:17]([O:27][CH2:26][CH:21]2[CH2:25][CH2:24][CH2:23][CH2:22]2)[CH:18]=1)([O:3][C:4]([CH3:5])([CH3:6])[CH3:7])=[O:2] |f:2.3|. Procedure: To a stirred solution of the above benzonitrile intermediate (8.66 mmol) and cyclopentanemethanol (781 mg, 7.8 mmol) in THF (45 mL) at 0° C. was added N-sodium hexamethyldisilazane (1 M in THF, 7.8 mL, 7.8 mmol) and the reaction was stirred overnight. It was diluted with water, extracted with dichloromethane, washed with brine, dried with sodium sulfate, concentrated and dried in vacuo to give 4-(N-boc-2-aminoethyl)-2-cyclopentylmethoxy-6-fluorobenzonitrile (1.27 g, 3.5 mmol, 45%).